This data is from the Open Reaction Database (ORD), a public repository of structured organic reaction records. The task is: describe an organic reaction: reactants, conditions, products, and yield The reactants are C(#N)C(=CNNC1=C(C=C(C=C1Cl)SC(F)(F)F)Cl)C#N (1-(2,2-dicyanoethen-1-yl)-2-(2,6-dichloro-4-trifluoromethylthio-phenyl)-hydrazine). Run in C(C)OCCO (ethylene glycol monoethyl ether). Yields the product NC1=C(C=NN1C1=C(C=C(C=C1Cl)SC(F)(F)F)Cl)C#N (5-amino-4-cyano-1-(2,6-dichloro-4-trifluoromethylthiophenyl)-pyrazole). Yield: 69.4%. As a reaction SMILES: [C:1]([C:3]([C:20]#[N:21])=[CH:4][NH:5][NH:6][C:7]1[C:12]([Cl:13])=[CH:11][C:10]([S:14][C:15]([F:18])([F:17])[F:16])=[CH:9][C:8]=1[Cl:19])#[N:2]>C(OCCO)C>[NH2:2][C:1]1[N:6]([C:7]2[C:12]([Cl:13])=[CH:11][C:10]([S:14][C:15]([F:16])([F:17])[F:18])=[CH:9][C:8]=2[Cl:19])[N:5]=[CH:4][C:3]=1[C:20]#[N:21]. Reported procedure: 14.1 g (0.04 mol) of 1-(2,2-dicyanoethen-1-yl)-2-(2,6-dichloro-4-trifluoromethylthio-phenyl)-hydrazine in 30 ml of ethylene glycol monoethyl ether are heated under reflux for 2 hours. Active carbon is added to the hot solution, the mixture is filtered and the filtrate is diluted with 60 ml of water. This precipitate which separtes out is filtered off under suction and dried. 9.8 g (70% of theory) of 5-amino-4-cyano-1-(2,6-dichloro-4-trifluoromethylthiophenyl)-pyrazole of melting point 185° C. to...